This data is from the Open Reaction Database (ORD), a public repository of structured organic reaction records. The task is: describe an organic reaction: reactants, conditions, products, and yield Starting materials: N([C@@H](CCC(OCC1=CC=CC=C1)=O)C(=O)O)C(=O)OCC1=CC=CC=C1 (Z-Glu(OBzl)OH), N[C@@H]([C@@H](C)CC)C(=O)N[C@@H](C(C)C)C(=O)OC(C)(C)C.Cl (H-Ile-Val-OBut.HCl), Example 21 ( C ). Yields the product N[C@@H](CCC(O)=O)C(=O)N[C@@H]([C@@H](C)CC)C(=O)N[C@@H](C(C)C)C(=O)OC(C)(C)C (H-Glu-Ile-Val-OBut). Reaction SMILES: [NH:1](C(OCC1C=CC=CC=1)=O)[C@H:2]([C:15](O)=[O:16])[CH2:3][CH2:4][C:5](=[O:14])[O:6]CC1C=CC=CC=1.[NH2:28][C@H:29]([C:34]([NH:36][C@H:37]([C:41]([O:43][C:44]([CH3:47])([CH3:46])[CH3:45])=[O:42])[CH:38]([CH3:40])[CH3:39])=[O:35])[C@H:30]([CH2:32][CH3:33])[CH3:31].Cl>>[NH2:1][C@H:2]([C:15]([NH:28][C@H:29]([C:34]([NH:36][C@H:37]([C:41]([O:43][C:44]([CH3:47])([CH3:45])[CH3:46])=[O:42])[CH:38]([CH3:39])[CH3:40])=[O:35])[C@H:30]([CH2:32][CH3:33])[CH3:31])=[O:16])[CH2:3][CH2:4][C:5](=[O:6])[OH:14] |f:1.2|. Procedure details: 37 g of Z-Glu(OBzl)OH are reacted with 32 g of H-Ile-Val-OBut.HCl and the product is worked up, as described in Example 21 (C). After catalytic hydrogenation the compound is a single substance according to chromatography. Reactants: [NH4+].[NH4+].[NH4+].[NH4+].P([O-])(=O)(OP(=O)([O-])OP(=O)([O-])[O-])OC[C@@H]1[C@H]([C@H]([C@@H](O1)N1C=NC=2C(N)=NC(=NC12)SCCCCC=C)O)O (2-(5-hexenylthio)adenosine 5'-triphosphate tetraammonium salt), II, P(O)(=O)(OP(=O)(O)OP(=O)(O)O)OC[C@@H]1[C@H]([C@H]([C@@H](O1)N1C=NC=2C(N)=NC(=NC12)SCCCCC=C)O)O (2-(5-Hexenylthio)adenosine 5'-triphosphate). The product is [NH4+].[NH4+].[NH4+].P([O-])(=O)(OP(=O)([O-])[O-])OC[C@@H]1[C@H]([C@H]([C@@H](O1)N1C=NC=2C(N)=NC(=NC12)SCCCCC=C)O)O (2 -(5 -Hexenylthio) adenosine 5'-diphosphate trisammonium salt). Reaction SMILES: [NH4+:1].[NH4+].[NH4+].[NH4+].[P:5]([O:17][CH2:18][C@H:19]1[O:23][C@@H:22]([N:24]2[C:33]3[N:32]=[C:31]([S:34][CH2:35][CH2:36][CH2:37][CH2:38][CH:39]=[CH2:40])[N:30]=[C:28]([NH2:29])[C:27]=3[N:26]=[CH:25]2)[C@H:21]([OH:41])[C@@H:20]1[OH:42])([O:8][P:9]([O:12]P([O-])([O-])=O)([O-:11])=[O:10])(=[O:7])[O-:6].P(OC[C@H]1O[C@@H]([N:62]2C3N=C(SCCCCC=C)N=C(N)C=3N=C2)[C@H](O)[C@@H]1O)(OP(OP(O)(O)=O)(O)=O)(=O)O>>[NH4+:24].[NH4+:62].[NH4+:1].[P:5]([O:17][CH2:18][C@H:19]1[O:23][C@@H:22]([N:24]2[C:33]3[N:32]=[C:31]([S:34][CH2:35][CH2:36][CH2:37][CH2:38][CH:39]=[CH2:40])[N:30]=[C:28]([NH2:29])[C:27]=3[N:26]=[CH:25]2)[C@H:21]([OH:41])[C@@H:20]1[OH:42])([O:8][P:9]([O-:11])([O-:12])=[O:10])(=[O:6])[O-:7] |f:0.1.2.3.4,6.7.8.9|. Procedure: NMR of 2-(5-hexenylthio)adenosine 5'-triphosphate tetraammonium salt: 1H NMR (D2) d: 8.41 (S, 1H, H-8), 6.13 (d, J=5.7 Hz, 1H, H-1'), 4.64 (m, 1H, H-3'), 4.37 (m, 1H, H-4'), 4.24 (din, 2H, H-5'). High Res. FAB: calcd. for C16H25O13N5P3S: 620.0382. Found: 620.0428. Retention time: 7.7 min (91% purity) using solvent system I, 7.4 min (>98% purity) using solvent system II. 2-(5-Hexenylthio)adenosine 5'-triphosphate was also synthesized by the triphosphorylation procedure recited in Example 1. The reactants are BrC=1C=CC2=C(C(N(CC(N2)=O)C)=O)C1 (7-bromo-3,4-dihydro-4-methyl-2H-1,4-benzodiazepine-2,5 (1H)-dione), [Cu]C#N (copper (I) cyanide). Solvent: N1=CC=CC=C1 (pyridine). Yields the product C(#N)C=1C=CC2=C(C(N(CC(N2)=O)C)=O)C1 (7-cyano-3,4-dihydro-4-methyl-2H-1,4-benzodiazepine-2,5(1H)-dione). As a reaction SMILES: Br[C:2]1[CH:3]=[CH:4][C:5]2[NH:11][C:10](=[O:12])[CH2:9][N:8]([CH3:13])[C:7](=[O:14])[C:6]=2[CH:15]=1.[Cu][C:17]#[N:18]>N1C=CC=CC=1>[C:17]([C:2]1[CH:3]=[CH:4][C:5]2[NH:11][C:10](=[O:12])[CH2:9][N:8]([CH3:13])[C:7](=[O:14])[C:6]=2[CH:15]=1)#[N:18]. Procedure details: 15.0 g of 7-bromo-3,4-dihydro-4-methyl-2H-1,4-benzodiazepine-2,5 (1H)-dione and 7.5 g of copper (I) cyanide (freshly prepared) are mixed well in a mortar and heated from 165° to 195° with 7.2 ml of dry pyridine (freshly distilled over potassium hydroxide) under argon over a period of 3 hours. After cooling to 150°, the solid mass is dissolved in about 250 ml of boiling dimethylformamide. The mixture is left to cool, poured into 800 ml of ice-water and extracted three times with 500 ml of chlorof... Reactants: CCO, O=[N+]([O-])c1cnc2ccc(N3CCCCC3c3cccc(F)c3)nn12. Yields the product Nc1cnc2ccc(N3CCCCC3c3cccc(F)c3)nn12. Reaction SMILES: [CH3:26][CH2:27][OH:28].[F:1][c:2]1[cH:3][c:4]([CH:8]2[N:9]([c:14]3[cH:15][cH:16][c:17]4[n:18]([n:19]3)[c:20]([N+:23]([O-:24])=[O:25])[cH:21][n:22]4)[CH2:10][CH2:11][CH2:12][CH2:13]2)[cH:5][cH:6][cH:7]1>>[F:1][c:2]1[cH:3][c:4]([CH:8]2[N:9]([c:14]3[cH:15][cH:16][c:17]4[n:18]([n:19]3)[c:20]([NH2:23])[cH:21][n:22]4)[CH2:10][CH2:11][CH2:12][CH2:13]2)[cH:5][cH:6][cH:7]1. The reactants are C1(=CC=CC=C1)C (toluene), ClCCN1CCOCC1 (N-(2-chloroethyl)morpholine), C(C=1C(O)=CC=CC1)=O (Salicylaldehyde), [H-].[Na+] (sodium hydride). Run in CN(C=O)C (dimethylformamide), O (water). The product is N1(CCOCC1)CCOC1=C(C=O)C=CC=C1 (2-[2-(4-Morpholinyl)ethoxy]benzaldehyde). Reaction SMILES: [CH:1](=[O:9])[C:2]1[C:3](=[CH:5][CH:6]=[CH:7][CH:8]=1)[OH:4].[H-].[Na+].C1(C)C=CC=CC=1.Cl[CH2:20][CH2:21][N:22]1[CH2:27][CH2:26][O:25][CH2:24][CH2:23]1>CN(C)C=O.O>[N:22]1([CH2:21][CH2:20][O:4][C:3]2[CH:5]=[CH:6][CH:7]=[CH:8][C:2]=2[CH:1]=[O:9])[CH2:27][CH2:26][O:25][CH2:24][CH2:23]1 |f:1.2|. Procedure: Salicylaldehyde (34 g) is treated first with 13.4 g of 50% sodium hydride in 220 ml of dimethylformamide and then with 185 ml of a 2 N toluene solution of N-(2-chloroethyl)morpholine. The mixture is heated at 105°-110° C. for 4 hours, cooled and poured into 300 ml of water. The product is extracted three times with ether. The extracts are combined, dried, concentrated on a rotary evaporator and the residue distilled to give 56.6 g of product as an oil, boiling point 145°-150° C. at 0.05-0.1 mm o...